Dataset: the Open Reaction Database (ORD), a public repository of structured organic reaction records. Task: describe an organic reaction: reactants, conditions, products, and yield Reactants: C(C)(=O)[O-].[K+] (Potassium acetate), BrC1=CC=2CCC3=CC(=CC=C3C2C=C1)Br (2,7-dibromo-9,10-dihydro-phenanthrene), C1CC(=O)N(C1=O)Br (NBS), C(C1=CC=CC=C1)(=O)OOC(C1=CC=CC=C1)=O (benzoyl peroxide). The solvent is C(C)(=O)O (acetic acid), C(Cl)(Cl)(Cl)Cl (carbon tetrachloride), CCOC(=O)C (EtOAc). Conditions: time 2 hour. Product: BrC1=CC=2C=CC3=CC(=CC=C3C2C=C1)Br (2,7-dibromo-phenanthrene). Yield: 96.4%. RXN SMILES: [Br:1][C:2]1[CH:15]=[CH:14][C:13]2[C:12]3[C:7](=[CH:8][C:9]([Br:16])=[CH:10][CH:11]=3)[CH2:6][CH2:5][C:4]=2[CH:3]=1.C1C(=O)N(Br)C(=O)C1.C(OOC(=O)C1C=CC=CC=1)(=O)C1C=CC=CC=1.C([O-])(=O)C.[K+]>C(Cl)(Cl)(Cl)Cl.CCOC(C)=O.C(O)(=O)C>[Br:1][C:2]1[CH:15]=[CH:14][C:13]2[C:12]3[C:7](=[CH:8][C:9]([Br:16])=[CH:10][CH:11]=3)[CH:6]=[CH:5][C:4]=2[CH:3]=1 |f:3.4|. Procedure details: The mixture of 2,7-dibromo-9,10-dihydro-phenanthrene (2.4 g, 7.1 mmol), NBS (1.4 g, 7.8 mmol), and benzoyl peroxide (0.2 g) in carbon tetrachloride (300 ml) was refluxed for 2 hours. Potassium acetate (3.6 g) and acetic acid (3.2 ml) were added, and the refluxing was continued for additional 2 hours. The mixture was cooled and diluted with EtOAc. The organic phase was washed with water, saturated sodium bicarbonate, and brine, and was dried with sodium sulfate. Concentration gave 2,7-dibromo-phe...